This data is from the Open Reaction Database (ORD), a public repository of structured organic reaction records. The task is: describe an organic reaction: reactants, conditions, products, and yield Reactants: S(=O)(=O)([O-])[O-].[NH4+].[NH4+] (ammonium sulfate), S(O)(O)(=O)=O (sulfuric acid), CNC1CC(C2=C(CC1)C=CC=C2)O (7-methylamino-5-hydroxy-6,7,8,9-tetrahydro [5H] benzocycloheptene), [OH-].[NH4+] (ammonium hydroxide). Solvent: O1CCOCC1 (dioxane). Yields the product CNC1CCC2=C(C=C1)C=CC=C2 (7-methylamino-6,7-dihydro [5H] benzocycloheptene). Yield: 50.3%. RXN SMILES: S(=O)(=O)(O)O.[CH3:6][NH:7][CH:8]1[CH2:14][CH2:13][C:12]2[CH:15]=[CH:16][CH:17]=[CH:18][C:11]=2[CH:10](O)[CH2:9]1.[OH-].[NH4+].S([O-])([O-])(=O)=O.[NH4+].[NH4+]>O1CCOCC1>[CH3:6][NH:7][CH:8]1[CH:9]=[CH:10][C:11]2[CH:18]=[CH:17][CH:16]=[CH:15][C:12]=2[CH2:13][CH2:14]1 |f:2.3,4.5.6|. Procedure: 50 ml of 18 N sulfuric acid were added over 30 minutes to a refluxing mixture of 50 g of 7-methylamino-5-hydroxy-6,7,8,9-tetrahydro [5H] benzocycloheptene and 500 ml of dioxane and the mixture was refluxed for an hour and then was cooled. The pH was adjusted to 10 with concentrated ammonium hydroxide solution and the mixture was saturated with ammonium sulfate and was extracted with ethyl acetate. The organic phase was washed with aqueous sodium chloride solution, dried and evaporated to dryness... Starting materials: [K].C(C)(C)(C)C1=CC=C(C=C1)S(=O)(=O)NC1=NC(=NC(=C1OC1=C(C=CC=C1)OC)Cl)C1=NC=CC=N1 (p-tert-butyl-N-[6-chloro-5-(2-methoxy-phenoxy)-[2,2′-bipyrimidin]-4-yl]benzenesulfonamide potassium salt), [OH-].[Ca+2].[OH-] (calcium hydroxide), C(CO)O (Ethylene glycol). The solvent is C1(=CC=CC=C1)C (toluene). Run at temperature 100 celsius. The product is CC(C)(C)C=1C=CC(=CC1)S(=O)(=O)NC=2C(=C(N=C(N2)C=3N=CC=CN3)OCCO)OC=4C=CC=CC4OC.[Ca] (Bosentan Calcium), CC(C)(C)C=1C=CC(=CC1)S(=O)(=O)NC=2C(=C(N=C(N2)C=3N=CC=CN3)OCCO)OC=4C=CC=CC4OC (bosentan). Reaction SMILES: [K].[C:2]([C:6]1[CH:11]=[CH:10][C:9]([S:12]([NH:15][C:16]2[C:21]([O:22][C:23]3[CH:28]=[CH:27][CH:26]=[CH:25][C:24]=3[O:29][CH3:30])=[C:20](Cl)[N:19]=[C:18]([C:32]3[N:37]=[CH:36][CH:35]=[CH:34][N:33]=3)[N:17]=2)(=[O:14])=[O:13])=[CH:8][CH:7]=1)([CH3:5])([CH3:4])[CH3:3].[OH-].[Ca+2:39].[OH-].[CH2:41]([OH:44])[CH2:42][OH:43]>C1(C)C=CC=CC=1>[CH3:3][C:2]([C:6]1[CH:11]=[CH:10][C:9]([S:12]([NH:15][C:16]2[C:21]([O:22][C:23]3[CH:28]=[CH:27][CH:26]=[CH:25][C:24]=3[O:29][CH3:30])=[C:20]([O:43][CH2:42][CH2:41][OH:44])[N:19]=[C:18]([C:32]3[N:37]=[CH:36][CH:35]=[CH:34][N:33]=3)[N:17]=2)(=[O:14])=[O:13])=[CH:8][CH:7]=1)([CH3:5])[CH3:4].[Ca:39].[CH3:3][C:2]([C:6]1[CH:11]=[CH:10][C:9]([S:12]([NH:15][C:16]2[C:21]([O:22][C:23]3[CH:28]=[CH:27][CH:26]=[CH:25][C:24]=3[O:29][CH3:30])=[C:20]([O:43][CH2:42][CH2:41][OH:44])[N:19]=[C:18]([C:32]3[N:37]=[CH:36][CH:35]=[CH:34][N:33]=3)[N:17]=2)(=[O:14])=[O:13])=[CH:8][CH:7]=1)([CH3:5])[CH3:4] |f:0.1,2.3.4,7.8,^1:0|. Procedure: 10 gms of p-tert-butyl-N-[6-chloro-5-(2-methoxy-phenoxy)-[2,2′-bipyrimidin]-4-yl]benzenesulfonamide potassium salt and calcium hydroxide (14.5 gms) were charged to a reaction vessel. Ethylene glycol (30 ml) and toluene (100 ml) were added to the vessel. The reaction mass was heated at a temperature of 100° C. for 5 hours or until the reaction was complete. The resulting suspension was cooled to 25° C., filtered and isolated as the calcium salt of bosentan. The reactants are CN1C(CC(C1)C=1SC2=C(N1)C=1C=CC=CC1C2)=O (2-(1-methyl-2-oxo-4-pyrrolidinyl)-8H-indeno[1,2-d]thiazole), solution, Cl (hydrochloric acid), CO (methanol). The solvent is O1CCCC1 (tetrahydrofuran), O1CCCC1 (tetrahydrofuran). The product is CN1CC(CC1)C=1SC2=C(N1)C=1C=CC=CC1C2 (2-(1-methyl-3-pyrrolidinyl)-8H-indeno[1,2-d]thiazole). Yield: 38.3%. Reaction SMILES: [CH3:1][N:2]1[CH2:6][CH:5]([C:7]2[S:8][C:9]3[CH2:18][C:17]4[CH:16]=[CH:15][CH:14]=[CH:13][C:12]=4[C:10]=3[N:11]=2)[CH2:4][C:3]1=O.Cl.CO>O1CCCC1>[CH3:1][N:2]1[CH2:3][CH2:4][CH:5]([C:7]2[S:8][C:9]3[CH2:18][C:17]4[CH:16]=[CH:15][CH:14]=[CH:13][C:12]=4[C:10]=3[N:11]=2)[CH2:6]1. Procedure: To a solution of 0.11 g of 2-(1-methyl-2-oxo-4-pyrrolidinyl)-8H-indeno[1,2-d]thiazole in 4 ml of tetrahydrofuran, a 1.6 ml of a 1M solution of a borane-tetrahydrofuran complex in tetrahydrofuran was added, followed by heating under reflux for 2 hours. After cooling, a mixed solution of 10 ml of concentrated hydrochloric acid and 10 ml of methanol was added to the reaction mixture, followed by heating under reflux for 1.5 hours. The solvent was evaporated, and ethyl acetate and water were added t... Reactants: Cc1ccc(C(=O)O)c(=O)n1-c1cccc(C(F)(F)F)c1, CN1CCCC1=O, CCI, [Na+], [Na+], O=C([O-])[O-]. The product is CCOC(=O)c1ccc(C)n(-c2cccc(C(F)(F)F)c2)c1=O. Reaction SMILES: [CH3:1][c:2]1[cH:3][cH:4][c:5]([C:19](=[O:20])[OH:21])[c:6](=[O:18])[n:7]1-[c:8]1[cH:9][c:10]([C:14]([F:15])([F:16])[F:17])[cH:11][cH:12][cH:13]1.[CH3:31][N:32]1[CH2:33][CH2:34][CH2:35][C:36]1=[O:37].[I:28][CH2:29][CH3:30].[Na+:22].[Na+:23].[O-:24][C:25](=[O:26])[O-:27]>>[CH3:1][c:2]1[cH:3][cH:4][c:5]([C:19](=[O:20])[O:21][CH2:29][CH3:30])[c:6](=[O:18])[n:7]1-[c:8]1[cH:9][c:10]([C:14]([F:15])([F:16])[F:17])[cH:11][cH:12][cH:13]1. Reactants: solution, B(Cl)(Cl)Cl (Boron trichloride), C(C)NC(=O)C1=NOC(=C1C1=CC=C(C=C1)OC)C1=C(C=C(C(=C1)Cl)OCC1=CC=CC=C1)OCC1=CC=CC=C1 (5-(2,4-Bis-benzyloxy-5-chlorophenyl)-4-(4-methoxy-phenyl)-isoxazole-3-carboxylic acid ethylamide). Solvent: ClCCl (dichloromethane), ClCCl (dichloromethane). Reaction conditions: temperature 0 celsius, time 15 minute. Product: C(C)NC(=O)C1=NOC(=C1C1=CC=C(C=C1)OC)C1=C(C=C(C(=C1)Cl)O)O (5-(5-chloro-2,4-dihydroxyphenyl)-4-(4-methoxy-phenyl)-isoxazole-3-carboxylic acid ethylamide). As a reaction SMILES: [CH2:1]([NH:3][C:4]([C:6]1[C:10]([C:11]2[CH:16]=[CH:15][C:14]([O:17][CH3:18])=[CH:13][CH:12]=2)=[C:9]([C:19]2[CH:24]=[C:23]([Cl:25])[C:22]([O:26]CC3C=CC=CC=3)=[CH:21][C:20]=2[O:34]CC2C=CC=CC=2)[O:8][N:7]=1)=[O:5])[CH3:2].B(Cl)(Cl)Cl>ClCCl>[CH2:1]([NH:3][C:4]([C:6]1[C:10]([C:11]2[CH:16]=[CH:15][C:14]([O:17][CH3:18])=[CH:13][CH:12]=2)=[C:9]([C:19]2[CH:24]=[C:23]([Cl:25])[C:22]([OH:26])=[CH:21][C:20]=2[OH:34])[O:8][N:7]=1)=[O:5])[CH3:2]. Procedure: To an ice-bath cooled solution of 5-(2,4-Bis-benzyloxy-5-chlorophenyl)-4-(4-methoxy-phenyl)-isoxazole-3-carboxylic acid ethylamide (0.213 mg, 0.374 mmol) in dichloromethane (5 mL) under a nitrogen atmosphere was added a 1.0M solution of Boron trichloride in dichloromethane (1.12 mL; 1.12 mmol). The reaction mixture was stirred at 0° C. for 15 minutes then at ambient temperature for 35 minutes. The reaction mixture was re-cooled to 0° C. and quenched by the addition of saturated aqueous sodium hy... The reactants are IC=1C=NN(C1)[C@@H]1CC[C@H](CC1)N1C(COCC1)=O (trans-4-[4-(4-Iodo-pyrazol-1-yl)-cyclohexyl]-morpholin-3-one), IC=1C=NN(C1)[C@@H]1CC[C@H](CC1)N1C(COCC1)=O (trans-4-[4-(4-Iodo-pyrazol-1-yl)-cyclohexyl]-morpholin-3-one), FC(C(=O)N1CCC(CC1)N1N=CC(=C1)C=1C=NC(=NC1)C1=CC(=CC=C1)C=1C=NN(C1)C)(F)F (2,2,2-Trifluoro-1-[4-(4-{2-[3-(1-methyl-1H-pyrazol-4-yl)-phenyl]-pyrimidin-5-yl}-pyrazol-1-yl)-piperidin-1-yl]-ethanone), FC(C(=O)N1CCC(CC1)N1N=CC(=C1)C=1C=NC(=NC1)C1=CC(=CC=C1)C=1C=NN(C1)C)(F)F (2,2,2-Trifluoro-1-[4-(4-{2-[3-(1-methyl-1H-pyrazol-4-yl)-phenyl]-pyrimidin-5-yl}-pyrazol-1-yl)-piperidin-1-yl]-ethanone). The product is CN1N=CC(=C1)C=1C=C(C=CC1)C1=NC=C(C=N1)C=1C=NN(C1)C1CCC(CC1)N1C(COCC1)=O (4-[4-(4-{2-[3-(1-Methyl-1H-pyrazol-4-yl)-phenyl]-pyrimidin-5-yl}-pyrazol-1-yl)-cyclohexyl]-morpholin-3-one), solid. Yield: 5.0%. Reaction SMILES: FC(F)(F)C(N1CCC([N:11]2[CH:15]=[C:14]([C:16]3[CH:17]=[N:18][C:19]([C:22]4[CH:27]=[CH:26][CH:25]=[C:24]([C:28]5[CH:29]=[N:30][N:31]([CH3:33])[CH:32]=5)[CH:23]=4)=[N:20][CH:21]=3)[CH:13]=[N:12]2)CC1)=O.IC1C=NN([C@H:42]2[CH2:47][CH2:46][C@H:45]([N:48]3[CH2:53][CH2:52][O:51][CH2:50][C:49]3=[O:54])[CH2:44][CH2:43]2)C=1>>[CH3:33][N:31]1[CH:32]=[C:28]([C:24]2[CH:23]=[C:22]([C:19]3[N:20]=[CH:21][C:16]([C:14]4[CH:13]=[N:12][N:11]([CH:42]5[CH2:43][CH2:44][CH:45]([N:48]6[CH2:53][CH2:52][O:51][CH2:50][C:49]6=[O:54])[CH2:46][CH2:47]5)[CH:15]=4)=[CH:17][N:18]=3)[CH:27]=[CH:26][CH:25]=2)[CH:29]=[N:30]1. Reported procedure: The title compound was obtained following procedure described for example 182 but starting from 5-Bromo-2-[3-(1-methyl-1H-pyrazol-4-yl)-phenyl]-pyrimidine (intermediate 2; 230 mg; 0.73 mmol; 1.0 eq.) and trans-4-[4-(4-Iodo-pyrazol-1-yl)-cyclohexyl]-morpholin-3-one (intermediate 26; 274 mg; 0.73 mmol; 1.0 eq.). The crude was purified by recrystallisation in methylisobutylketone. The title compound was obtained as a beige solid (16 mg, 5%). 1H NMR (300 MHz, DMSO) δ 9.16 (s, 2H), 8.54 (s, 2H), 8.40...